From a dataset of the Open Reaction Database (ORD), a public repository of structured organic reaction records. describe an organic reaction: reactants, conditions, products, and yield Reactants: C(=O)(O)C1=CC=C(S1)C=O (5-carboxy-2-thiophenecarboxaldehyde), S1C(=CC=C1)B(O)O (thien-2-ylboronic acid), C(=O)([O-])[O-].[Na+].[Na+] (Na2CO3), O1CCOCC1 (p-dioxane). The reagents and catalysts are C(C)(=O)[O-].[Pd+2].C(C)(=O)[O-] (palladium (II) acetate). The solvent is O (water). Conditions: time 16 hour. Product: S1C(=CC=C1)C1=CC=C(S1)C=O (5-(Thien-2-yl)-thiophene-2-carboxaldehyde). RXN SMILES: [S:1]1[CH:5]=[CH:4][CH:3]=[C:2]1B(O)O.C([O-])([O-])=O.[Na+].[Na+].O1CCOCC1.C([C:24]1[S:28][C:27]([CH:29]=[O:30])=[CH:26][CH:25]=1)(O)=O>O.C([O-])(=O)C.[Pd+2].C([O-])(=O)C>[S:1]1[CH:5]=[CH:4][CH:3]=[C:2]1[C:24]1[S:28][C:27]([CH:29]=[O:30])=[CH:26][CH:25]=1 |f:1.2.3,7.8.9|. Procedure details: To a solution of thien-2-ylboronic acid (0.939 g, 7.34 mmol) and Na2CO3 (2.40 g, 22.6 mmol) in water (75 mL) is added p-dioxane (75 mL). This mixture is treated sequentially with 5-carboxy-2-thiophenecarboxaldehyde (1.43 g, 7.48 mmol) and palladium (II) acetate (151 mg, 0.673 mmol) and allowed to stir at ambient temperature for 16 hours. The solvent is evaporated in vacuo. To the residue is added EtOAc (400 mL) and water (300 mL). The aqueous layer is acidified to pH 1 with 1.0N aq. HCl. The aqu... Reactants: FC1=C(C=CC(=C1)F)[C@]([C@@H](C)N1N=CN(C1=O)C1=CC=C(C=C1)N1CCN(CC1)CC1=CC=CC=C1)(CN1N=CN=C1)O (2-[(1R,2R)-2-(2,4-Difluorophenyl)-2-hydroxy-1-methyl-3-(1H-1,2,4-triazol-1-yl)propyl]-4-[4-(4-benzyl-1-piperazinyl)phenyl]-3(2H,4H)-1,2,4-triazolone), [H][H] (hydrogen). Reagents/catalysts: [Pd] (Pd-C). The solvent is C(C)O (ethanol). Product: FC1=C(C=CC(=C1)F)[C@]([C@@H](C)N1N=CN(C1=O)C1=CC=C(C=C1)N1CCNCC1)(CN1N=CN=C1)O (2-[(1R,2R)-2-(2,4-difluorophenyl)-2-hydroxy-1-methyl-3-(1H-1,2,4-triazol-1-yl)propyl]-4-[4-(1-piperazinyl)phenyl]-3(2H,4H)-1,2,4-triazolone). Yield: 100.1%. Reaction SMILES: [F:1][C:2]1[CH:7]=[C:6]([F:8])[CH:5]=[CH:4][C:3]=1[C@@:9]([OH:43])([CH2:37][N:38]1[CH:42]=[N:41][CH:40]=[N:39]1)[C@H:10]([N:12]1[C:16](=[O:17])[N:15]([C:18]2[CH:23]=[CH:22][C:21]([N:24]3[CH2:29][CH2:28][N:27](CC4C=CC=CC=4)[CH2:26][CH2:25]3)=[CH:20][CH:19]=2)[CH:14]=[N:13]1)[CH3:11].[H][H]>C(O)C.[Pd]>[F:1][C:2]1[CH:7]=[C:6]([F:8])[CH:5]=[CH:4][C:3]=1[C@@:9]([OH:43])([CH2:37][N:38]1[CH:42]=[N:41][CH:40]=[N:39]1)[C@H:10]([N:12]1[C:16](=[O:17])[N:15]([C:18]2[CH:19]=[CH:20][C:21]([N:24]3[CH2:29][CH2:28][NH:27][CH2:26][CH2:25]3)=[CH:22][CH:23]=2)[CH:14]=[N:13]1)[CH3:11]. Reported procedure: To a solution of 170 mg of compound 21 in 20 ml of ethanol was added 20 mg of 10% Pd-C and the mixture was stirred at room temperature in a hydrogen stream for 9 hours. The catalyst was filtered off and washed with 5 ml of ethanol. The filtrate and the washing were combined and concentrated under reduced pressure to give 144 mg of 2-[(1R,2R)-2-(2,4-difluorophenyl)-2-hydroxy-1-methyl-3-(1H-1,2,4-triazol-1-yl)propyl]-4-[4-(1-piperazinyl)phenyl]-3(2H,4H)-1,2,4-triazolone (Compound 22) as a pale yel... Reactants: CC[SiH](CC)CC, CCCCCCC, COC(C)(C)C, O=C1Nc2ccccc2C1(O)c1cc2c(cc1O)OCO2. Yields the product O=C1Nc2ccccc2C1c1cc2c(cc1O)OCO2. As a reaction SMILES: [CH2:22]([SiH:23]([CH2:24][CH3:25])[CH2:26][CH3:27])[CH3:28].[CH3:29][CH2:30][CH2:31][CH2:32][CH2:33][CH2:34][CH3:35].[CH3:36][O:37][C:38]([CH3:39])([CH3:40])[CH3:41].[OH:1][C:2]1([c:12]2[cH:13][c:14]3[c:15]([cH:19][c:20]2[OH:21])[O:16][CH2:17][O:18]3)[C:3](=[O:11])[NH:4][c:5]2[cH:6][cH:7][cH:8][cH:9][c:10]21>>[CH:2]1([c:12]2[cH:13][c:14]3[c:15]([cH:19][c:20]2[OH:21])[O:16][CH2:17][O:18]3)[C:3](=[O:11])[NH:4][c:5]2[cH:6][cH:7][cH:8][cH:9][c:10]21. Reactants: ClC1=C(C=CC=C1)C1=CC=CC(=N1)C (6-(2-chlorophenyl)-2-methylpyridine), ClC1=C(C=O)C=CC(=C1)Cl (2,4-dichlorobenzaldehyde). Yields the product ClC1=C(C=CC(=C1)Cl)C1=CC=CC(=N1)C (6-(2,4-dichlorophenyl)-2-methylpyridine). As a reaction SMILES: [Cl:1][C:2]1[CH:7]=[CH:6][CH:5]=[CH:4][C:3]=1[C:8]1[N:13]=[C:12]([CH3:14])[CH:11]=[CH:10][CH:9]=1.[Cl:15]C1C=C(Cl)C=CC=1C=O>>[Cl:1][C:2]1[CH:7]=[C:6]([Cl:15])[CH:5]=[CH:4][C:3]=1[C:8]1[N:13]=[C:12]([CH3:14])[CH:11]=[CH:10][CH:9]=1. Procedure details: 6-(2,4-dichlorophenyl)-2-methylpyridine was prepared substantially according to the procedures of Example 1 for preparing 6-(2-chlorophenyl)-2-methylpyridine except 2,4-dichlorobenzaldehyde was used to afford 6-(2,4-dichlorophenyl)-2-methylpyridine. Starting materials: C([O-])([O-])=O.[Na+].[Na+] (sodium carbonate), CN1C2=C(C=3C=CC=CC13)C(CC2)=NO (3,4-Dihydro-4-methylcyclopent[b]indol-1(2H)-one oxime), polyphosphoric acid, 2.2h. Run in O1CCOCC1 (dioxan). Product: CN1C2=C(C=3C=CC=CC13)C(NCC2)=O (2,3,4,5-Tetrahydro-5-methyl-1H-pyrido[4,3-b]indol-1-one). As a reaction SMILES: [CH3:1][N:2]1[C:10]2[CH:9]=[CH:8][CH:7]=[CH:6][C:5]=2[C:4]2[C:11](=[N:14]O)[CH2:12][CH2:13][C:3]1=2.C(=O)([O-])[O-:17].[Na+].[Na+]>O1CCOCC1>[CH3:1][N:2]1[C:10]2[CH:9]=[CH:8][CH:7]=[CH:6][C:5]=2[C:4]2[C:11](=[O:17])[NH:14][CH2:12][CH2:13][C:3]1=2 |f:1.2.3|. Reported procedure: 3,4-Dihydro-4-methylcyclopent[b]indol-1(2H)-one oxime (1.53 g), polyphosphoric acid (40 g) and dioxan (15 ml) were heated at 110°-120° for 2.2h under nitrogen. The reaction mixture was cooled, and treated with 2N sodium carbonate solution (`l). The suspension was extracted with ethyl acetate (4×400 ml) and the combined extracts were dried. Evaporation gave a solid (1.43 g) which was recrystallised from ethyl acetate/cyclohexane. This solid was purified by FCC, eluting with System A (200:10:1) to... Isolated yield 81.0%. The product is C(C)(=O)O[C@H]1[C@H](OC2=C(C(=CC(=C2)C2=CC=NC=C2)F)F)SC[C@H]([C@@H]1OC(C)=O)OC(C)=O (2,3-Difluoro-5-(4-pyridinyl)phenyl 2,3,4-tri-O-acetyl-5-thio-β-D-xylopyranoside). Reaction SMILES: [C:1]([O:4][C@@H:5]1[C@@H:20]([O:21][C:22](=[O:24])[CH3:23])[C@H:19]([O:25][C:26](=[O:28])[CH3:27])[CH2:18][S:17][C@H:6]1[O:7][C:8]1[CH:13]=[C:12](Br)[CH:11]=[C:10]([F:15])[C:9]=1[F:16])(=[O:3])[CH3:2].[N:29]1[CH:34]=[CH:33][C:32](B(O)O)=[CH:31][CH:30]=1>>[C:1]([O:4][C@@H:5]1[C@@H:20]([O:21][C:22](=[O:24])[CH3:23])[C@H:19]([O:25][C:26](=[O:28])[CH3:27])[CH2:18][S:17][C@H:6]1[O:7][C:8]1[CH:13]=[C:12]([C:32]2[CH:33]=[CH:34][N:29]=[CH:30][CH:31]=2)[CH:11]=[C:10]([F:15])[C:9]=1[F:16])(=[O:3])[CH3:2]. The reactants are C(C)(=O)O[C@H]1[C@H](OC2=C(C(=CC(=C2)Br)F)F)SC[C@H]([C@@H]1OC(C)=O)OC(C)=O (5-bromo-2,3-difluorophenyl 2,3,4-tri-O-acetyl-5-thio-β-D-xylopyranoside), VIII, N1=CC=C(C=C1)B(O)O (4-pyridineboronic acid). Procedure details: By carrying out the operation analogously to example 3, starting from 5-bromo-2,3-difluorophenyl 2,3,4-tri-O-acetyl-5-thio-β-D-xylopyranoside, obtained according to preparation VIII, and 4-pyridineboronic acid, the expected product is obtained in the form of a white powder with a yield of 81%. The reactants are CN(C)c1ccnc(N(C)C2CCNCC2)n1, Fc1ccc(C(CCCCl)c2ccc(F)cc2)cc1, [I-], [K+]. The product is CN(C)c1ccnc(N(C)C2CCN(CCCC(c3ccc(F)cc3)c3ccc(F)cc3)CC2)n1. RXN SMILES: [CH3:3][N:4]([c:5]1[n:6][cH:7][cH:8][c:9]([N:11]([CH3:12])[CH3:13])[n:10]1)[CH:14]1[CH2:15][CH2:16][NH:17][CH2:18][CH2:19]1.[Cl:20][CH2:21][CH2:22][CH2:23][CH:24]([c:25]1[cH:26][cH:27][c:28]([F:31])[cH:29][cH:30]1)[c:32]1[cH:33][cH:34][c:35]([F:38])[cH:36][cH:37]1.[I-:2].[K+:1]>>[CH3:3][N:4]([c:5]1[n:6][cH:7][cH:8][c:9]([N:11]([CH3:12])[CH3:13])[n:10]1)[CH:14]1[CH2:15][CH2:16][N:17]([CH2:21][CH2:22][CH2:23][CH:24]([c:25]2[cH:26][cH:27][c:28]([F:31])[cH:29][cH:30]2)[c:32]2[cH:33][cH:34][c:35]([F:38])[cH:36][cH:37]2)[CH2:18][CH2:19]1. The reactants are NC=1C(=C(C2=C(CC(O2)(C)C)C1C)C)C (5-Amino-2,2,4,6,7- pentamethyl-2,3-dihydrobenzofuran), C(=O)O (formic acid). Yields the product C(=O)NC=1C(=C(C2=C(CC(O2)(C)C)C1C)C)C (5-Formylamino-2,2,4,6,7-pentamethyl-2,3-dihydrobenzofuran). Isolated yield 93.3%. Reaction SMILES: [NH2:1][C:2]1[C:3]([CH3:15])=[C:4]([CH3:14])[C:5]2[O:9][C:8]([CH3:11])([CH3:10])[CH2:7][C:6]=2[C:12]=1[CH3:13].[CH:16](O)=[O:17]>>[CH:16]([NH:1][C:2]1[C:3]([CH3:15])=[C:4]([CH3:14])[C:5]2[O:9][C:8]([CH3:10])([CH3:11])[CH2:7][C:6]=2[C:12]=1[CH3:13])=[O:17]. Procedure details: 5-Amino-2,2,4,6,7- pentamethyl-2,3-dihydrobenzofuran (1.00 g, 4.87 mmol) was dissolved in formic acid (20 ml) and the solution was heated under reflux for 48 hours. The reaction mixture was concentrated under reduced pressure. Saturated sodium bicarbonate solution was added to the residue and the mixture was extracted with chloroform. The extract was washed with saturated saline, dried and then concentrated under reduced pressure. The residue was purified by column chromatography on silica gel (... Starting materials: CO, Nc1ncc(-c2ccccc2)cc1[N+](=O)[O-]. Product: Nc1cc(-c2ccccc2)cnc1N. Reaction SMILES: [CH3:17][OH:18].[NH2:1][c:2]1[n:3][cH:4][c:5](-[c:11]2[cH:12][cH:13][cH:14][cH:15][cH:16]2)[cH:6][c:7]1[N+:8]([O-:9])=[O:10]>>[NH2:1][c:2]1[n:3][cH:4][c:5](-[c:11]2[cH:12][cH:13][cH:14][cH:15][cH:16]2)[cH:6][c:7]1[NH2:8]. Yields the product COC1=CC(=O)N(C(CC2CCCC2)C(=O)Nc2ccc(C(=O)O)cn2)C1. The reactants are COC(=O)c1ccc(NC(=O)C(CC2CCCC2)N2CC(OC)=CC2=O)nc1, ClCCl, Cl, [Li+], C1CCOC1, [OH-], O, O. Reaction SMILES: [CH3:1][O:2][C:3]([c:4]1[cH:5][n:6][c:7]([NH:10][C:11]([CH:12]([CH2:13][CH:14]2[CH2:15][CH2:16][CH2:17][CH2:18]2)[N:19]2[C:20](=[O:26])[CH:21]=[C:22]([O:24][CH3:25])[CH2:23]2)=[O:27])[cH:8][cH:9]1)=[O:28].[Cl:39][CH2:40][Cl:41].[ClH:32].[Li+:31].[O:33]1[CH2:34][CH2:35][CH2:36][CH2:37]1.[OH-:30].[OH2:29].[OH2:38]>>[O:2]=[C:3]([c:4]1[cH:5][n:6][c:7]([NH:10][C:11]([CH:12]([CH2:13][CH:14]2[CH2:15][CH2:16][CH2:17][CH2:18]2)[N:19]2[C:20](=[O:26])[CH:21]=[C:22]([O:24][CH3:25])[CH2:23]2)=[O:27])[cH:8][cH:9]1)[OH:28].